This data is from the Open Reaction Database (ORD), a public repository of structured organic reaction records. The task is: describe an organic reaction: reactants, conditions, products, and yield The reactants are [H-].[Na+] (sodium hydride), COC(C(C1=CC=C(C=C1)O)=O)=O (4-hydroxy-alpha-oxobenzeneacetic acid methyl ester), BrCC(=O)N1CCC(CC1)C1=CC=CC=C1 (1-(bromoacetyl)-4-phenyl-piperidine). Solvent: CN(C=O)C (dimethylformamide), CN(C=O)C (dimethylformamide). Conditions: time 30 minute. The product is COC(C(C1=CC=C(C=C1)OCC(N1CCC(CC1)C1=CC=CC=C1)=O)=O)=O (4-[2-oxo-2-(4-phenyl- 1-piperidinyl)ethoxy]-alpha-oxobenzeneacetic acid methyl ester). The yield is 83.2%. As a reaction SMILES: [CH3:1][O:2][C:3](=[O:13])[C:4](=[O:12])[C:5]1[CH:10]=[CH:9][C:8]([OH:11])=[CH:7][CH:6]=1.[H-].[Na+].Br[CH2:17][C:18]([N:20]1[CH2:25][CH2:24][CH:23]([C:26]2[CH:31]=[CH:30][CH:29]=[CH:28][CH:27]=2)[CH2:22][CH2:21]1)=[O:19]>CN(C)C=O>[CH3:1][O:2][C:3](=[O:13])[C:4](=[O:12])[C:5]1[CH:10]=[CH:9][C:8]([O:11][CH2:17][C:18](=[O:19])[N:20]2[CH2:21][CH2:22][CH:23]([C:26]3[CH:31]=[CH:30][CH:29]=[CH:28][CH:27]=3)[CH2:24][CH2:25]2)=[CH:7][CH:6]=1 |f:1.2|. Reported procedure: A mixture of 4-hydroxy-alpha-oxobenzeneacetic acid methyl ester (0.611 g) in dimethylformamide (6 mL) under argon was treated with 55% sodium hydride (0.148 g), stirred for 30 minutes in a ice-water bath and then 1-(bromoacetyl)-4-phenyl-piperidine (0.8 g) in dimethylformamide (5 mL) was added. The solution was stirred at room temperature for 18 hours and worked up as in Example 20. The crude product was purified by flash chromatography (ethyl acetate-hexane; 3:7 increasing to 2:5) to provide 0.... Starting materials: ClC=1C(=NNC1[N+](=O)[O-])C(=O)O (4-chloro-5-nitro-1H-pyrazole-3-carboxylic acid), ClC=1C(=NNC1[N+](=O)[O-])C(=O)O (4-chloro-5-nitro-1H-pyrazole-3-carboxylic acid). The reagents and catalysts are [Mn] (manganese), [Ni] (Ni). Solvent: O (water). The product is NC1=C(C(=NN1)C(=O)O)Cl (5-amino-4-chloro-1H-pyrazole-3-carboxylic acid). Reaction SMILES: [Cl:1][C:2]1[C:3]([C:10]([OH:12])=[O:11])=[N:4][NH:5][C:6]=1[N+:7]([O-])=O>O.[Mn].[Ni]>[NH2:7][C:6]1[NH:5][N:4]=[C:3]([C:10]([OH:12])=[O:11])[C:2]=1[Cl:1]. Procedure: Crude 16 (10.0 g, 52.2 mmol) was heated in water (100 mL) to 60° C. int. temperature. The product intermediate 16 contained manganese salts as an impurity, but could be used unpurified in the Raney-Ni reduction to obtain intermediate 17. To this solution was added Raney-Ni (7 g, 50% slurry in water) and dropwise over 4 hours a solution of hydrazine monohydrate (20 mL) in water (200 mL). Hydrazine was more effective as a hydrogen source in this reduction than hydrogen provided at 1 bar. After 1 h... The reactants are C1(=CC=CC=C1)C1OC(C=2C=NC=CC21)O (1-Phenyl-1,3-dihydro-furo[3,4-c]pyridin-3-ol), [BH4-].[Na+] (sodium borohydride). The solvent is C(C)O (ethanol), C(C)(=O)OCC (ethyl acetate). Reaction conditions: time 1 hour. Yields the product OCC=1C=NC=CC1C(O)C1=CC=CC=C1 ((3-hydroxymethyl-pyridin-4-yl)-phenyl-methanol). As a reaction SMILES: [C:1]1([CH:7]2[C:15]3[CH:14]=[CH:13][N:12]=[CH:11][C:10]=3[CH:9]([OH:16])[O:8]2)[CH:6]=[CH:5][CH:4]=[CH:3][CH:2]=1.[BH4-].[Na+]>C(O)C.C(OCC)(=O)C>[OH:16][CH2:9][C:10]1[CH:11]=[N:12][CH:13]=[CH:14][C:15]=1[CH:7]([C:1]1[CH:2]=[CH:3][CH:4]=[CH:5][CH:6]=1)[OH:8] |f:1.2|. Reported procedure: 1-Phenyl-1,3-dihydro-furo[3,4-c]pyridin-3-ol (50 mg) was dissolved in ethanol (2 mL) and treated with sodium borohydride (13 mg). The reaction mixture was stirred for 1 hour and then diluted with ethyl acetate and washed with brine. The organic layer was dried over sodium sulfate, concentrated, and the residue purified by flash chromatography to yield (3-hydroxymethyl-pyridin-4-yl)-phenyl-methanol as a colorless foam.